From a dataset of the Open Reaction Database (ORD), a public repository of structured organic reaction records. describe an organic reaction: reactants, conditions, products, and yield The reactants are C1(=CC=CC=C1)C1NCCNCC2=C1C=CC=C2 (1,2,3,4,5,6-hexahydro-1-phenyl-2,5-benzodiazocine), C(C1=CC=CC=C1)=O (benzaldehyde). Run in C(C)O (ethanol). The product is C1=NC=CNCC2=C1C=CC=C2 (6H-2,5-benzodiazocine). Reaction SMILES: C1([CH:7]2[C:14]3[CH:15]=[CH:16][CH:17]=[CH:18][C:13]=3[CH2:12][NH:11][CH2:10][CH2:9][NH:8]2)C=CC=CC=1.C(=O)C1C=CC=CC=1>C(O)C>[CH:7]1[C:14]2[CH:15]=[CH:16][CH:17]=[CH:18][C:13]=2[CH2:12][NH:11][CH:10]=[CH:9][N:8]=1. Reported procedure: A mixture of 2 g (8.4 mmol) of 1,2,3,4,5,6-hexahydro-1-phenyl-2,5-benzodiazocine and 1.0 g (9.2 mmol) of benzaldehyde in 40 mL of ethanol was refluxed for 30 min, cooled on ice and the product filtered off. There was obtained 2.33 g of 3,4-dihydro-1,11-diphenyl-2,5-methano-1,H, 6H-2,5-benzodiazocine, mp 175°-176°. Starting materials: C(CC)N1C(=NC2=C1C=CN=C2)CN2C(=NC=C2)C2=CC=CC(=N2)F (1-Propyl-2-{[2-(2-fluoropyrid-6-yl)-1H-imidazol-1-yl]methyl}-5-aza-1H-benzimidazole), C(C(=O)C)(=O)O (pyruvic acid), (NH4)2S2O8, S(O)(O)(=O)=O (sulfuric acid), C([O-])(O)=O.[Na+] (sodium bicarbonate). Reagents/catalysts: [N+](=O)([O-])[O-].[Ag+] (silver nitrate). Solvent: C(Cl)Cl (CH2Cl2), O (H2O). Run at temperature 40 celsius. The product is FC1=CC=CC(=N1)C=1N(C=CN1)CC=1N(C2=C(C(=NC=C2)CC=O)N1)CCC (2-({[2-(6-fluoropyridin-2-yl)-1H-imidazol-1-yl]methyl}-1-propyl-1H-imidazo[4,5-c]pyridin-4-yl)ethanone). RXN SMILES: [CH2:1]([N:4]1[C:8]2[CH:9]=[CH:10][N:11]=[CH:12][C:7]=2[N:6]=[C:5]1[CH2:13][N:14]1[CH:18]=[CH:17][N:16]=[C:15]1[C:19]1[N:24]=[C:23]([F:25])[CH:22]=[CH:21][CH:20]=1)[CH2:2][CH3:3].[C:26](O)(=O)[C:27](C)=[O:28].S(=O)(=O)(O)O.C(=O)(O)[O-].[Na+]>[N+]([O-])([O-])=O.[Ag+].C(Cl)Cl.O>[F:25][C:23]1[N:24]=[C:19]([C:15]2[N:14]([CH2:13][C:5]3[N:4]([CH2:1][CH2:2][CH3:3])[C:8]4[CH:9]=[CH:10][N:11]=[C:12]([CH2:26][CH:27]=[O:28])[C:7]=4[N:6]=3)[CH:18]=[CH:17][N:16]=2)[CH:20]=[CH:21][CH:22]=1 |f:3.4,5.6|. Procedure: To the mixture of H2O (5 mL) and CH2Cl2 (5 mL) is added 1-Propyl-2-{[2-(2-fluoropyrid-6-yl)-1H-imidazol-1-yl]methyl}-5-aza-1H-benzimidazole (168 mg, 0.5 mmol), pyruvic acid (132 mg, 1.5 mmol), silver nitrate (7 mg, 0.04 mmol), (NH4)2S2O8 (342 mg, 1.5 mmol), and sulfuric acid (98%, 100 mg, 1.0 mmol). The mixture is heated to 40° C. for 2 hr, then cooled to room temperature. The aqueous solution is neutralized to pH 8 with saturated sodium bicarbonate solution and extracted with CH2Cl2. The combin... The solvent is C(C)O (ethanol). Procedure: To a solution of compound 399 (316.1 mg, 1214 μmol) in ethanol (15 mL) was added palladium hydroxide, 20 wt % pd (dry basis) on carbon, wet (300 mg, 427 μmol). After hydrogenating the reaction mixture at 50 psi for 6 days, the mixture was filtered thru a plug of celite and concentrated in vacuo to give compound 400 (287.0 mg). LCMS-ESI (POS), M/Z, M+1: Found 171.1, Calculated 171.1. Starting materials: C(C1=CC=CC=C1)N1CCC2(CNC(CO2)=O)CC1 (9-benzyl-1-oxa-4,9-diazaspiro[5.5]undecan-3-one). As a reaction SMILES: C([N:8]1[CH2:19][CH2:18][C:11]2([O:16][CH2:15][C:14](=[O:17])[NH:13][CH2:12]2)[CH2:10][CH2:9]1)C1C=CC=CC=1>C(O)C>[O:16]1[C:11]2([CH2:10][CH2:9][NH:8][CH2:19][CH2:18]2)[CH2:12][NH:13][C:14](=[O:17])[CH2:15]1. Isolated yield 138.9%. Yields the product O1CC(NCC12CCNCC2)=O (1-oxa-4,9-diazaspiro[5.5]undecan-3-one). The reactants are O (Water), C1=CN(C=N1)C(=O)N2C=CN=C2 (carbodiimidazole), C(CCC)N (n-butylamine), OC1(CCN(CC1)CCC(C(=O)O)(C1=CC=CC=C1)C1=CC=CC=C1)C1=C(C=CC=C1)OCCOC(C)=O (4-(4-hydroxy-4-(2-(2-acetoxyethoxy)phenyl)piperidino)-2,2-diphenylbutyric acid). Run in CN(C=O)C (dimethylformamide). Conditions: time 1 hour. The product is OC1(CCN(CC1)CCC(C(=O)NCCCC)(C1=CC=CC=C1)C1=CC=CC=C1)C1=C(C=CC=C1)OCCO (4-(4-hydroxy-4-(2-(2-hydroxyethoxy)phenyl)piperidino)-N-butyl-2,2-diphenylbutaneamide). Isolated yield 38.8%. As a reaction SMILES: [OH:1][C:2]1([C:26]2[CH:31]=[CH:30][CH:29]=[CH:28][C:27]=2[O:32][CH2:33][CH2:34][O:35]C(=O)C)[CH2:7][CH2:6][N:5]([CH2:8][CH2:9][C:10]([C:20]2[CH:25]=[CH:24][CH:23]=[CH:22][CH:21]=2)([C:14]2[CH:19]=[CH:18][CH:17]=[CH:16][CH:15]=2)[C:11]([OH:13])=O)[CH2:4][CH2:3]1.C1N=CN(C(N2C=NC=C2)=O)C=1.[CH2:51]([NH2:55])[CH2:52][CH2:53][CH3:54].O>CN(C)C=O>[OH:1][C:2]1([C:26]2[CH:31]=[CH:30][CH:29]=[CH:28][C:27]=2[O:32][CH2:33][CH2:34][OH:35])[CH2:7][CH2:6][N:5]([CH2:8][CH2:9][C:10]([C:14]2[CH:15]=[CH:16][CH:17]=[CH:18][CH:19]=2)([C:20]2[CH:25]=[CH:24][CH:23]=[CH:22][CH:21]=2)[C:11]([NH:55][CH2:51][CH2:52][CH2:53][CH3:54])=[O:13])[CH2:4][CH2:3]1. Procedure: In 5 mL of anhydrous dimethylformamide was dissolved 81 mg (0.17 mmol) of 4-(4-hydroxy-4-(2-(2-acetoxyethoxy)phenyl)piperidino)-2,2-diphenylbutyric acid. The resulting solution was stirred at room temperature for 1 hour. To the reaction mixture were added 36 mg (0.22 mmol) of carbodiimidazole, and after one hour 16 mg (0.22 mmol) of n-butylamine. After stirring at 70° C. for 24 hours, stirring was conducted for further 3 hours at 130° C., whereby the reaction was completed. Water was added to th... Starting materials: [Br-], BrCc1ccccc1, CC(C)(C)OC(=O)N1CCC(CCCO)C1, C1CCOC1, CCCC[N+](CCCC)(CCCC)CCCC, [H-], [Na+]. The product is CC(C)(C)OC(=O)N1CCC(CCCOCc2ccccc2)C1. As a reaction SMILES: [Br-:32].[Br:19][CH2:20][c:21]1[cH:22][cH:23][cH:24][cH:25][cH:26]1.[C:3]([CH3:4])([CH3:5])([CH3:6])[O:7][C:8](=[O:9])[N:10]1[CH2:11][CH:12]([CH2:15][CH2:16][CH2:17][OH:18])[CH2:13][CH2:14]1.[CH2:27]1[O:28][CH2:29][CH2:30][CH2:31]1.[CH2:33]([N+:34]([CH2:35][CH2:36][CH2:37][CH3:38])([CH2:39][CH2:40][CH2:41][CH3:42])[CH2:43][CH2:44][CH2:45][CH3:46])[CH2:47][CH2:48][CH3:49].[H-:2].[Na+:1]>>[C:3]([CH3:4])([CH3:5])([CH3:6])[O:7][C:8](=[O:9])[N:10]1[CH2:11][CH:12]([CH2:15][CH2:16][CH2:17][O:18][CH2:20][c:21]2[cH:22][cH:23][cH:24][cH:25][cH:26]2)[CH2:13][CH2:14]1. Starting materials: CCCCCCCCCCCCCCCCCCOc1cccc(C(=O)C(=O)OC)c1, CO, [Na+], [OH-]. Yields the product CCCCCCCCCCCCCCCCCCOc1cccc(C(=O)C(=O)O)c1. As a reaction SMILES: [CH3:1][O:2][C:3]([C:4]([c:5]1[cH:6][c:7]([O:11][CH2:12][CH2:13][CH2:14][CH2:15][CH2:16][CH2:17][CH2:18][CH2:19][CH2:20][CH2:21][CH2:22][CH2:23][CH2:24][CH2:25][CH2:26][CH2:27][CH2:28][CH3:29])[cH:8][cH:9][cH:10]1)=[O:30])=[O:31].[CH3:34][OH:35].[Na+:33].[OH-:32]>>[O:2]=[C:3]([C:4]([c:5]1[cH:6][c:7]([O:11][CH2:12][CH2:13][CH2:14][CH2:15][CH2:16][CH2:17][CH2:18][CH2:19][CH2:20][CH2:21][CH2:22][CH2:23][CH2:24][CH2:25][CH2:26][CH2:27][CH2:28][CH3:29])[cH:8][cH:9][cH:10]1)=[O:30])[OH:31].